This data is from the Open Reaction Database (ORD), a public repository of structured organic reaction records. The task is: describe an organic reaction: reactants, conditions, products, and yield Reactants: [Al+3], CCOC(C)=O, CCCCCCCCCCCCCCCCCCC(CC1(C)OCCO1)C(=O)O, [H-], [H-], [H-], [H-], [Li+], [Na+], [OH-], O. Yields the product CCCCCCCCCCCCCCCCCCC(CO)CC1(C)OCCO1. As a reaction SMILES: [Al+3:2].[CH3:36][CH2:37][O:38][C:39](=[O:40])[CH3:41].[CH3:7][C:8]1([CH2:13][CH:14]([C:15](=[O:16])[OH:17])[CH2:18][CH2:19][CH2:20][CH2:21][CH2:22][CH2:23][CH2:24][CH2:25][CH2:26][CH2:27][CH2:28][CH2:29][CH2:30][CH2:31][CH2:32][CH2:33][CH2:34][CH3:35])[O:9][CH2:10][CH2:11][O:12]1.[H-:1].[H-:4].[H-:5].[H-:6].[Li+:3].[Na+:43].[OH-:42].[OH2:44]>>[CH3:7][C:8]1([CH2:13][CH:14]([CH2:15][OH:16])[CH2:18][CH2:19][CH2:20][CH2:21][CH2:22][CH2:23][CH2:24][CH2:25][CH2:26][CH2:27][CH2:28][CH2:29][CH2:30][CH2:31][CH2:32][CH2:33][CH2:34][CH3:35])[O:9][CH2:10][CH2:11][O:12]1. RXN SMILES: [Cl-:14].[OH:15][NH3+:16].[c:1]1([C:7]2=[CH:12][CH2:11][CH2:10][CH2:9][C:8]2=[O:13])[cH:2][cH:3][cH:4][cH:5][cH:6]1.[cH:17]1[cH:18][cH:19][n:20][cH:21][cH:22]1>>[c:1]1([C:7]2=[CH:12][CH2:11][CH2:10][CH2:9][C:8]2=[N:16][OH:15])[cH:2][cH:3][cH:4][cH:5][cH:6]1. Yields the product ON=C1CCCC=C1c1ccccc1. The reactants are [Cl-], [NH3+]O, O=C1CCCC=C1c1ccccc1, c1ccncc1. Starting materials: CC(C)c1ccc2c(Nc3cc(C(=O)Nc4ccc(Cl)cn4)ccc3Oc3ccc(NC(=O)OC(C)(C)C)cc3)ncnc2n1, ClCCl, O=C(O)C(F)(F)F. Product: CC(C)c1ccc2c(Nc3cc(C(=O)Nc4ccc(Cl)cn4)ccc3Oc3ccc(N)cc3)ncnc2n1. RXN SMILES: [C:1]([O:2][C:3](=[O:4])[NH:7][c:8]1[cH:9][cH:10][c:11]([O:14][c:15]2[c:16]([NH:31][c:32]3[c:33]4[c:34]([n:35][cH:36][n:37]3)[n:38][c:39]([CH:42]([CH3:43])[CH3:44])[cH:40][cH:41]4)[cH:17][c:18]([C:21]([NH:22][c:23]3[n:24][cH:25][c:26]([Cl:29])[cH:27][cH:28]3)=[O:30])[cH:19][cH:20]2)[cH:12][cH:13]1)([CH3:5])([CH3:6])[CH3:45].[CH2:53]([Cl:54])[Cl:55].[OH:46][C:47]([C:48]([F:49])([F:50])[F:51])=[O:52]>>[NH2:7][c:8]1[cH:9][cH:10][c:11]([O:14][c:15]2[c:16]([NH:31][c:32]3[c:33]4[c:34]([n:35][cH:36][n:37]3)[n:38][c:39]([CH:42]([CH3:43])[CH3:44])[cH:40][cH:41]4)[cH:17][c:18]([C:21]([NH:22][c:23]3[n:24][cH:25][c:26]([Cl:29])[cH:27][cH:28]3)=[O:30])[cH:19][cH:20]2)[cH:12][cH:13]1.